From a dataset of the Open Reaction Database (ORD), a public repository of structured organic reaction records. describe an organic reaction: reactants, conditions, products, and yield Product: OCc1cccc(Br)c1F. Reactants: B, O=C(O)c1cccc(Br)c1F, C1CCOC1, C1CCOC1, O. RXN SMILES: [BH3:22].[Br:1][c:2]1[c:3]([F:11])[c:4]([C:5](=[O:6])[OH:7])[cH:8][cH:9][cH:10]1.[O:12]1[CH2:13][CH2:14][CH2:15][CH2:16]1.[O:17]1[CH2:18][CH2:19][CH2:20][CH2:21]1.[OH2:23]>>[Br:1][c:2]1[c:3]([F:11])[c:4]([CH2:5][OH:6])[cH:8][cH:9][cH:10]1.